From a dataset of the Open Reaction Database (ORD), a public repository of structured organic reaction records. describe an organic reaction: reactants, conditions, products, and yield Reactants: C(O)([O-])=O.[Na+] (sodium hydrogen carbonate), CO[C@@H]1CC[C@H](CC1)[C@@H]1CC[C@H](CC1)CCC1OCCO1 (2-[2-[trans-4-(trans-4-methoxycyclohexyl)-cyclohexyl]ethyl]-1,3-dioxolane), O (water), C(C)(=O)O (acetic acid). The solvent is O1CCOCC1 (dioxan). Run at temperature 100 celsius, time 1.5 hour. Yields the product CO[C@@H]1CC[C@H](CC1)[C@@H]1CC[C@H](CC1)CCC=O (3-[trans-4-(trans-4-methoxycyclohexyl) cyclohexyl]propionaldehyde). Yield: 53.0%. As a reaction SMILES: [CH3:1][O:2][C@H:3]1[CH2:8][CH2:7][C@H:6]([C@H:9]2[CH2:14][CH2:13][C@H:12]([CH2:15][CH2:16][CH:17]3OCC[O:18]3)[CH2:11][CH2:10]2)[CH2:5][CH2:4]1.O.C(O)(=O)C.C(=O)([O-])O.[Na+]>O1CCOCC1>[CH3:1][O:2][C@H:3]1[CH2:4][CH2:5][C@H:6]([C@H:9]2[CH2:14][CH2:13][C@H:12]([CH2:15][CH2:16][CH:17]=[O:18])[CH2:11][CH2:10]2)[CH2:7][CH2:8]1 |f:3.4|. Reported procedure: 6.2 g of 2-[2-[trans-4-(trans-4-methoxycyclohexyl)-cyclohexyl]ethyl]-1,3-dioxolane were treated with 100 ml of water, 50 ml of glacial acetic acid and 20 ml of dioxan while gassing with nitrogen. The mixture was stirred at 100° C. (bath temperature) for 1.5 hours, then neutralized with dilute sodium hydrogen carbonate solution and extracted three times with diethyl ether. The combined ether phases were washed once with water and twice with dilute sodium hydrogen carbonate solution, dried over ma... Procedure: To a cooled and stirred solution of 8.80 g of 85% m-chloroperbenzoic acid in 120 ml of methylene chloride was added 6.16 g of 8-methyl-1,6-dioxaspiro[4.5]dec-7-ene in 20 ml of methylene chloride. The exothermic reaction was kept below 15° C. After 15 minutes, the mixture was poured into 600 ml of saturated potassium carbonate. The resulting organic layer was then washed with aqueous base, dried and distilled to yield 4.37 g of the desired product as a colorless liquid, b.p. 65°-70° C. (1 torr.). The solvent is C(Cl)Cl (methylene chloride), C(Cl)Cl (methylene chloride). Product: CC1(OC2(CC1)OCCC2)C=O (2-Methyl-1,6-dioxaspiro[4.4]nonane-2-carboxaldehyde). Conditions: time 15 minute. Starting materials: CC1=COC2(CCCO2)CC1 (8-methyl-1,6-dioxaspiro[4.5]dec-7-ene), ClC1=CC(=CC=C1)C(=O)OO (m-chloroperbenzoic acid), C([O-])([O-])=O.[K+].[K+] (potassium carbonate). Reaction SMILES: ClC1C=CC=C(C(OO)=[O:9])C=1.[CH3:12][C:13]1[CH2:22][CH2:21][C:16]2([O:20][CH2:19][CH2:18][CH2:17]2)[O:15][CH:14]=1.C(=O)([O-])[O-].[K+].[K+]>C(Cl)Cl>[CH3:12][C:13]1([CH:14]=[O:9])[CH2:22][CH2:21][C:16]2([CH2:17][CH2:18][CH2:19][O:20]2)[O:15]1 |f:2.3.4|. Isolated yield 64.3%. Starting materials: Cl, O=C(c1[nH]c2ccncc2c1Nc1ccc(I)cc1F)N1CCC(O)C1, OC1CNC1. The product is O=C(c1[nH]c2ccncc2c1Nc1ccc(I)cc1F)N1CC(O)C1. Reaction SMILES: [ClH:27].[F:1][c:2]1[c:3]([NH:9][c:10]2[c:11]([C:19](=[O:20])[N:21]3[CH2:22][CH:23]([OH:26])[CH2:24][CH2:25]3)[nH:12][c:13]3[c:14]2[cH:15][n:16][cH:17][cH:18]3)[cH:4][cH:5][c:6]([I:8])[cH:7]1.[NH:28]1[CH2:29][CH:30]([OH:31])[CH2:32]1>>[F:1][c:2]1[c:3]([NH:9][c:10]2[c:11]([C:19](=[O:20])[N:21]3[CH2:22][CH:23]([OH:26])[CH2:24]3)[nH:12][c:13]3[c:14]2[cH:15][n:16][cH:17][cH:18]3)[cH:4][cH:5][c:6]([I:8])[cH:7]1. Reactants: [Al+3], Cc1ccccc1, COc1ccc2c(c1)CCC2=O, [Cl-], [Cl-], [Cl-], O. Yields the product O=C1CCc2cc(O)ccc21. Reaction SMILES: [Al+3:14].[CH3:18][c:19]1[cH:20][cH:21][cH:22][cH:23][cH:24]1.[CH3:1][O:2][c:3]1[cH:4][c:5]2[c:9]([cH:10][cH:11]1)[C:8](=[O:12])[CH2:7][CH2:6]2.[Cl-:13].[Cl-:15].[Cl-:16].[OH2:17]>>[OH:2][c:3]1[cH:4][c:5]2[c:9]([cH:10][cH:11]1)[C:8](=[O:12])[CH2:7][CH2:6]2.